This data is from the Open Reaction Database (ORD), a public repository of structured organic reaction records. The task is: describe an organic reaction: reactants, conditions, products, and yield As a reaction SMILES: [CH2:1]([CH3:2])[c:3]1[c:4](-[c:13]2[n:14][s:15][c:16](-[c:18]3[cH:19][c:20]([C:28]([F:29])([F:30])[F:31])[c:21]([O:24][CH:25]([CH3:26])[CH3:27])[cH:22][cH:23]3)[n:17]2)[cH:5][cH:6][cH:7][c:8]1[CH:9]=[CH:10][O:11][CH3:12].[ClH:32].[O:33]1[CH2:34][CH2:35][CH2:36][CH2:37]1>>[CH2:1]([CH3:2])[c:3]1[c:4](-[c:13]2[n:14][s:15][c:16](-[c:18]3[cH:19][c:20]([C:28]([F:29])([F:30])[F:31])[c:21]([O:24][CH:25]([CH3:26])[CH3:27])[cH:22][cH:23]3)[n:17]2)[cH:5][cH:6][cH:7][c:8]1[CH2:9][CH:10]=[O:11]. Yields the product CCc1c(CC=O)cccc1-c1nsc(-c2ccc(OC(C)C)c(C(F)(F)F)c2)n1. Reactants: CCc1c(C=COC)cccc1-c1nsc(-c2ccc(OC(C)C)c(C(F)(F)F)c2)n1, Cl, C1CCOC1.